From a dataset of the Open Reaction Database (ORD), a public repository of structured organic reaction records. describe an organic reaction: reactants, conditions, products, and yield The reactants are CN(C)CC1=CC2=C(CN(CC2)C(C2=CC=C(C=C2)C(C)C2=CC=CC=C2)=O)O1 (N,N-Dimethyl-[6-[4-(1-phenylethyl)benzoyl]-4,5,6,7-tetrahydrofuro[2,3-c]pyridin-2-ylmethyl]amine), Cl (hydrogen chloride). Run in CO (methanol), C(C)(=O)OCC (ethyl acetate). Product: Cl.CN(C)CC1=CC2=C(CN(CC2)C(C2=CC=C(C=C2)C(C)C2=CC=CC=C2)=O)O1 (N,N-dimethyl-[6-[4-(1-phenylethyl)benzoyl]-4,5,6,7-tetrahydrofuro[2,3-c]pyridin-2-ylmethyl]amine hydrochloride). As a reaction SMILES: [CH3:1][N:2]([CH2:4][C:5]1[O:29][C:8]2[CH2:9][N:10]([C:13](=[O:28])[C:14]3[CH:19]=[CH:18][C:17]([CH:20]([C:22]4[CH:27]=[CH:26][CH:25]=[CH:24][CH:23]=4)[CH3:21])=[CH:16][CH:15]=3)[CH2:11][CH2:12][C:7]=2[CH:6]=1)[CH3:3].[ClH:30]>CO.C(OCC)(=O)C>[ClH:30].[CH3:1][N:2]([CH2:4][C:5]1[O:29][C:8]2[CH2:9][N:10]([C:13](=[O:28])[C:14]3[CH:19]=[CH:18][C:17]([CH:20]([C:22]4[CH:23]=[CH:24][CH:25]=[CH:26][CH:27]=4)[CH3:21])=[CH:16][CH:15]=3)[CH2:11][CH2:12][C:7]=2[CH:6]=1)[CH3:3] |f:4.5|. Reported procedure: N,N-Dimethyl-[6-[4-(1-phenylethyl)benzoyl]-4,5,6,7-tetrahydrofuro[2,3-c]pyridin-2-ylmethyl]amine 0.404 g was dissolved in 2 ml of methanol; hydrogen chloride in ethyl acetate was added in excess, followed by stirring. This mixture was concentrated and washed with diethyl ether to yield the desired product. The reactants are CCO, OB(O)c1ccc(Cl)c(F)c1, O=S1(=O)CCN2CCCC(c3ccc(OS(=O)(=O)C(F)(F)F)cc3)C2=N1, [Na+], [Na+], O=C([O-])[O-], CN(C)C=O, O, c1ccc(P(c2ccccc2)(c2ccccc2)[Pd](P(c2ccccc2)(c2ccccc2)c2ccccc2)(P(c2ccccc2)(c2ccccc2)c2ccccc2)P(c2ccccc2)(c2ccccc2)c2ccccc2)cc1. The product is O=S1(=O)CCN2CCCC(c3ccc(-c4ccc(Cl)c(F)c4)cc3)C2=N1. Reaction SMILES: [CH3:44][CH2:45][OH:46].[Cl:1][c:2]1[c:3]([F:11])[cH:4][c:5]([B:8]([OH:9])[OH:10])[cH:6][cH:7]1.[F:12][C:13]([F:14])([F:15])[S:16]([O:17][c:18]1[cH:19][cH:20][c:21]([CH:24]2[CH2:25][CH2:26][CH2:27][N:28]3[C:29]2=[N:30][S:31](=[O:34])(=[O:35])[CH2:32][CH2:33]3)[cH:22][cH:23]1)(=[O:36])=[O:37].[Na+:38].[Na+:39].[O-:40][C:41](=[O:42])[O-:43].[O:48]=[CH:49][N:50]([CH3:51])[CH3:52].[OH2:47].[cH:53]1[cH:54][cH:55][c:56]([P:57]([Pd:58]([P:59]([c:60]2[cH:61][cH:62][cH:63][cH:64][cH:65]2)([c:66]2[cH:67][cH:68][cH:69][cH:70][cH:71]2)[c:72]2[cH:73][cH:74][cH:75][cH:76][cH:77]2)([P:78]([c:79]2[cH:80][cH:81][cH:82][cH:83][cH:84]2)([c:85]2[cH:86][cH:87][cH:88][cH:89][cH:90]2)[c:91]2[cH:92][cH:93][cH:94][cH:95][cH:96]2)[P:97]([c:98]2[cH:99][cH:100][cH:101][cH:102][cH:103]2)([c:104]2[cH:105][cH:106][cH:107][cH:108][cH:109]2)[c:110]2[cH:111][cH:112][cH:113][cH:114][cH:115]2)([c:116]2[cH:117][cH:118][cH:119][cH:120][cH:121]2)[c:122]2[cH:123][cH:124][cH:125][cH:126][cH:127]2)[cH:128][cH:129]1>>[Cl:1][c:2]1[c:3]([F:11])[cH:4][c:5](-[c:18]2[cH:19][cH:20][c:21]([CH:24]3[CH2:25][CH2:26][CH2:27][N:28]4[C:29]3=[N:30][S:31](=[O:34])(=[O:35])[CH2:32][CH2:33]4)[cH:22][cH:23]2)[cH:6][cH:7]1. Reactants: C[Mg]Cl (methyl magnesium chloride), CO (MeOH), ethyl ester, C1(CC1)C1=C(C(=NO1)C1=C(C=CC=C1)OC(F)(F)F)COC1CC2CCC(C1)N2C=2SC1=C(N2)C=CC(=C1)C(=O)OCC (ethyl 2-(3-((5-cyclopropyl-3-(2-(trifluoromethoxy)phenyl)isoxazol-4-yl)methoxy)-8-azabicyclo[3.2.1]octan-8-yl)benzo[d]thiazole-6-carboxylate), C1CCOC1 (THF). Solvent: C(C)(=O)OCC (ethyl acetate). Reaction conditions: temperature 0 celsius. Yields the product C1(CC1)C1=C(C(=NO1)C1=C(C=CC=C1)OC(F)(F)F)COC1CC2CCC(C1)N2C=2SC1=C(N2)C=CC(=C1)C(C)(C)O (2-(2-(3-((5-cyclopropyl-3-(2-(trifluoromethoxy)phenyl)isoxazol-4-yl)methoxy)-8-azabicyclo[3.2.1]octan-8-yl)benzo[d]thiazol-6-yl)propan-2-ol). Reaction SMILES: [CH:1]1([C:4]2[O:8][N:7]=[C:6]([C:9]3[CH:14]=[CH:13][CH:12]=[CH:11][C:10]=3[O:15][C:16]([F:19])([F:18])[F:17])[C:5]=2[CH2:20][O:21][CH:22]2[CH2:28][CH:27]3[N:29]([C:30]4[S:31][C:32]5[CH:38]=[C:37](C(OCC)=O)[CH:36]=[CH:35][C:33]=5[N:34]=4)[CH:24]([CH2:25][CH2:26]3)[CH2:23]2)[CH2:3][CH2:2]1.C[Mg]Cl.[CH3:47]O.[CH2:49]1[CH2:53][O:52]CC1>C(OCC)(=O)C>[CH:1]1([C:4]2[O:8][N:7]=[C:6]([C:9]3[CH:14]=[CH:13][CH:12]=[CH:11][C:10]=3[O:15][C:16]([F:19])([F:17])[F:18])[C:5]=2[CH2:20][O:21][CH:22]2[CH2:28][CH:27]3[N:29]([C:30]4[S:31][C:32]5[CH:38]=[C:37]([C:53]([OH:52])([CH3:49])[CH3:47])[CH:36]=[CH:35][C:33]=5[N:34]=4)[CH:24]([CH2:25][CH2:26]3)[CH2:23]2)[CH2:3][CH2:2]1. Procedure details: The ethyl ester Example 3-A, ethyl 2-(3-((5-cyclopropyl-3-(2-(trifluoromethoxy)phenyl)isoxazol-4-yl)methoxy)-8-azabicyclo[3.2.1]octan-8-yl)benzo[d]thiazole-6-carboxylate (20 mg, 0.033 mmol) was dissolved in THF (1.0 mL), and at RT was charged with a solution of methyl magnesium chloride (0.4 mL, 3.0 M THF, 1.2 mmol) in a dropwise fashion over a few minutes slowly enough so as not to allow the internal temperature of the reaction to exceed 30° C. After 1 hr the reaction was cooled to 0° C. and tr... Starting materials: CN(CC(CCBr)c1ccc(Cl)cc1)C(=O)c1cc(C(F)(F)F)cc(C(F)(F)F)c1, CCN(C(C)C)C(C)C, Cl, c1ccc2c(c1)SCC21CCNCC1. Yields the product CN(CC(CCN1CCC2(CC1)CSc1ccccc12)c1ccc(Cl)cc1)C(=O)c1cc(C(F)(F)F)cc(C(F)(F)F)c1. RXN SMILES: [Br:1][CH2:2][CH2:3][CH:4]([CH2:5][N:6]([C:7]([c:8]1[cH:9][c:10]([C:18]([F:19])([F:20])[F:21])[cH:11][c:12]([C:14]([F:15])([F:16])[F:17])[cH:13]1)=[O:22])[CH3:23])[c:24]1[cH:25][cH:26][c:27]([Cl:30])[cH:28][cH:29]1.[CH:46]([N:47]([CH:48]([CH3:49])[CH3:50])[CH2:51][CH3:52])([CH3:53])[CH3:54].[ClH:31].[NH:32]1[CH2:33][CH2:34][C:35]2([CH2:36][S:37][c:38]3[c:39]2[cH:40][cH:41][cH:42][cH:43]3)[CH2:44][CH2:45]1>>[CH2:2]([CH2:3][CH:4]([CH2:5][N:6]([C:7]([c:8]1[cH:9][c:10]([C:18]([F:19])([F:20])[F:21])[cH:11][c:12]([C:14]([F:15])([F:16])[F:17])[cH:13]1)=[O:22])[CH3:23])[c:24]1[cH:25][cH:26][c:27]([Cl:30])[cH:28][cH:29]1)[N:32]1[CH2:33][CH2:34][C:35]2([CH2:36][S:37][c:38]3[c:39]2[cH:40][cH:41][cH:42][cH:43]3)[CH2:44][CH2:45]1. Starting materials: CC=1C(C(CCC1)C)=O (2,6-dimethyl-cyclohex-2-en-1-one), COCCN (2-methoxyethylamine), C=CC (propylene). Reported procedure: 2.0 g (0.0161 mole) of 2,6-dimethyl-cyclohex-2-en-1-one, 50 ml of toluene, 1.8 g (0.024 mole) of 2-methoxyethylamine and 0.5 g of palladium on charcoal (5%) are heated with a starting pressure of 17 bars (7 bars propylene and 10 bars nitrogen) for 10 hours at 180° C. After cooling, the catalyst is filtered off and the filter residue is washed with ether and toluene. The solvent is evaporated off to leave 1.0 g of crude N-(2-methoxyethyl)-2,6-dimethylaniline, from which is obtained, by distillati... The reagents and catalysts are [Pd] (palladium on charcoal). Run in C1(=CC=CC=C1)C (toluene). Isolated yield 34.6%. Reaction SMILES: [CH3:1][C:2]1[C:3](=O)[CH:4]([CH3:8])[CH2:5][CH2:6][CH:7]=1.[CH3:10][O:11][CH2:12][CH2:13][NH2:14].C=CC>[Pd].C1(C)C=CC=CC=1>[CH3:10][O:11][CH2:12][CH2:13][NH:14][C:3]1[C:2]([CH3:1])=[CH:7][CH:6]=[CH:5][C:4]=1[CH3:8]. The product is COCCNC1=C(C=CC=C1C)C (N-(2-methoxyethyl)-2,6-dimethylaniline). Reactants: COC=1C=C2C(=C(C(=NC2=CC1OC)CN1N=CN=C1)C(=O)OCC)C1=CC(=C(C=C1)OC)OC (ethyl 6,7-dimethoxy-4-(3,4-dimethoxyphenyl)-2-(1,2,4-triazol-1-ylmethyl)quinoline-3-carboxylate), [OH-].[Na+] (sodium hydroxide), Cl (hydrochloric acid). The solvent is C(C)O (ethanol). Product: COC=1C=C2C(=C(C(=NC2=CC1OC)CN1N=CN=C1)C(=O)O)C1=CC(=C(C=C1)OC)OC (6,7-dimethoxy-4-(3,4-dimethoxyphenyl)-2-(1,2,4-triazol-1-ylmethyl)quinoline-3-carboxylic acid). Yield: 46.0%. As a reaction SMILES: [CH3:1][O:2][C:3]1[CH:4]=[C:5]2[C:10](=[CH:11][C:12]=1[O:13][CH3:14])[N:9]=[C:8]([CH2:15][N:16]1[CH:20]=[N:19][CH:18]=[N:17]1)[C:7]([C:21]([O:23]CC)=[O:22])=[C:6]2[C:26]1[CH:31]=[CH:30][C:29]([O:32][CH3:33])=[C:28]([O:34][CH3:35])[CH:27]=1.[OH-].[Na+].Cl>C(O)C>[CH3:1][O:2][C:3]1[CH:4]=[C:5]2[C:10](=[CH:11][C:12]=1[O:13][CH3:14])[N:9]=[C:8]([CH2:15][N:16]1[CH:20]=[N:19][CH:18]=[N:17]1)[C:7]([C:21]([OH:23])=[O:22])=[C:6]2[C:26]1[CH:31]=[CH:30][C:29]([O:32][CH3:33])=[C:28]([O:34][CH3:35])[CH:27]=1 |f:1.2|. Procedure: A mixture of ethyl 6,7-dimethoxy-4-(3,4-dimethoxyphenyl)-2-(1,2,4-triazol-1-ylmethyl)quinoline-3-carboxylate (3.0 g), 2N sodium hydroxide (15.6 ml) and ethanol (50 ml) was stirred under reflux for 8 hours. The reaction mixture was ice-cooled, adjusted to pH 5 with 2N hydrochloric acid and concentrated under reduced pressure. The residue was dissolved in ethanol, the insoluble materials were filtered off, and the filtrate was concentrated. The residual oil was subjected to column chromatography o... The reactants are NC(=S)N (thiourea), C(C1=CC=CC=C1)(=O)OC(C(C1=CC=C(C=C1)C)=O)C1=CC=C(C=C1)C (2-oxo-1,2-di(p-tolyl)ethyl benzoate), water ice. The solvent is CN(C=O)C (dimethylformamide). Reaction conditions: temperature 160 celsius, time 8 hour. Product: C1(=CC=CC=C1)C=1OC(=C(N1)C1=CC=C(C=C1)C)C1=CC=C(C=C1)C (2-phenyl-4,5-di(p-tolyl)oxazole). As a reaction SMILES: [C:1]([O:9][CH:10]([C:20]1[CH:25]=[CH:24][C:23]([CH3:26])=[CH:22][CH:21]=1)[C:11](=O)[C:12]1[CH:17]=[CH:16][C:15]([CH3:18])=[CH:14][CH:13]=1)(=O)[C:2]1[CH:7]=[CH:6][CH:5]=[CH:4][CH:3]=1.[NH2:27]C(N)=S>CN(C)C=O>[C:2]1([C:1]2[O:9][C:10]([C:20]3[CH:25]=[CH:24][C:23]([CH3:26])=[CH:22][CH:21]=3)=[C:11]([C:12]3[CH:17]=[CH:16][C:15]([CH3:18])=[CH:14][CH:13]=3)[N:27]=2)[CH:7]=[CH:6][CH:5]=[CH:4][CH:3]=1. Procedure details: 0.5 g of 2-oxo-1,2-di(p-tolyl)ethyl benzoate is dissolved in 10 ml of dimethylformamide in a reactor. 0.22 g of thiourea (2 eq.) is subsequently added and the reaction mixture is left to react at reflux (160° C.) for 5 hours. The solution is poured onto a water/ice mixture. The precipitated product is washed with water, filtered through a sintered glass filter under vacuum and placed overnight in a desiccator before being purified on a column of silica gel with dichloromethane as elutent. The reactants are CCOC(=O)/N=N/C(=O)OCC (DEAD), C1(=CC=CC=C1)P(C1=CC=CC=C1)C1=CC=CC=C1 (Triphenylphosphine), C(C)OC1=C(NC=CC1=O)C (3-ethoxy-2-methylpyridin-4(1H)-one), C(C)OCCO (2-Ethoxy ethanol). The solvent is C1CCOC1 (THF). The product is C(C)OC=1C(=NC=CC1OCCOCC)C (3-Ethoxy-4-(2-ethoxyethoxy)-2-methylpyridine). The yield is 43.9%. Reaction SMILES: C1(P(C2C=CC=CC=2)C2C=CC=CC=2)C=CC=CC=1.[CH2:20]([O:22][C:23]1[C:28](=[O:29])[CH:27]=[CH:26][NH:25][C:24]=1[CH3:30])[CH3:21].[CH2:31]([O:33][CH2:34][CH2:35]O)[CH3:32].CCOC(/N=N/C(OCC)=O)=O>C1COCC1>[CH2:20]([O:22][C:23]1[C:24]([CH3:30])=[N:25][CH:26]=[CH:27][C:28]=1[O:29][CH2:32][CH2:31][O:33][CH2:34][CH3:35])[CH3:21]. Procedure: Triphenylphosphine (2.93 g, 11.2 mmol) was added to a stirred solution of 3-ethoxy-2-methylpyridin-4(1H)-one (1.42 g, 9.3 mmol, obtained from Example 4(b)) in THF (15 mL). 2-Ethoxy ethanol (2.93 g, 11.2 mmol) was added dropwise, followed by dropwise addition of DEAD (1.76 mL, 11.2 mmol). The reaction mixture was then stirred under reflux overnight. The solvent was evaporated in vacuo and the residue was dissolved in water (15 mL). The aqueous solution was adjusted to pH 1 with 2M hydrochloric ac... The reactants are CC(C)(C)OC(=O)Nc1nnc(C(C)(C)CO[Si](c2ccccc2)(c2ccccc2)C(C)(C)C)s1, ClCCl, O=C(O)C(F)(F)F. Product: CC(C)(CO[Si](c1ccccc1)(c1ccccc1)C(C)(C)C)c1nnc(N)s1. RXN SMILES: [C:8]([O:9][C:10](=[O:11])[NH:14][c:15]1[s:16][c:17]([C:20]([CH2:21][O:22][Si:23]([c:24]2[cH:25][cH:26][cH:27][cH:28][cH:29]2)([c:30]2[cH:31][cH:32][cH:33][cH:34][cH:35]2)[C:36]([CH3:37])([CH3:38])[CH3:39])([CH3:40])[CH3:41])[n:18][n:19]1)([CH3:12])([CH3:13])[CH3:42].[Cl:43][CH2:44][Cl:45].[F:1][C:2]([F:3])([F:4])[C:5]([OH:6])=[O:7]>>[NH2:14][c:15]1[s:16][c:17]([C:20]([CH2:21][O:22][Si:23]([c:24]2[cH:25][cH:26][cH:27][cH:28][cH:29]2)([c:30]2[cH:31][cH:32][cH:33][cH:34][cH:35]2)[C:36]([CH3:37])([CH3:38])[CH3:39])([CH3:40])[CH3:41])[n:18][n:19]1. Starting materials: C(=O)(O)C12CCC(CC1)(CC2)NCC(=O)N2[C@@H](C[C@@H](C2)F)C#N ((2S,4S)-1-[[N-(4-carboxybicyclo[2.2.2]oct-1-yl)amino]acetyl]-4-fluoropyrrolidine-2-carbonitrile), NC1=CC=C(NC(C)=O)C=C1 (4′-aminoacetanilide). Yields the product C(C)(=O)NC1=CC=C(C=C1)NC(=O)C12CCC(CC1)(CC2)NCC(=O)N2[C@@H](C[C@@H](C2)F)C#N ((2S,4S)-1-[[N-[4-[N-(4-acetamidophenyl)amino]carbonylbicyclo[2.2.2]oct-1-yl]amino]acetyl]-4-fluoropyrrolidine-2-carbonitrile). The yield is 16.9%. Reaction SMILES: [C:1]([C:4]12[CH2:11][CH2:10][C:7]([NH:12][CH2:13][C:14]([N:16]3[CH2:20][C@@H:19]([F:21])[CH2:18][C@H:17]3[C:22]#[N:23])=[O:15])([CH2:8][CH2:9]1)[CH2:6][CH2:5]2)(O)=[O:2].[NH2:24][C:25]1[CH:34]=[CH:33][C:28]([NH:29][C:30](=[O:32])[CH3:31])=[CH:27][CH:26]=1>>[C:30]([NH:29][C:28]1[CH:33]=[CH:34][C:25]([NH:24][C:1]([C:4]23[CH2:11][CH2:10][C:7]([NH:12][CH2:13][C:14]([N:16]4[CH2:20][C@@H:19]([F:21])[CH2:18][C@H:17]4[C:22]#[N:23])=[O:15])([CH2:8][CH2:9]2)[CH2:6][CH2:5]3)=[O:2])=[CH:26][CH:27]=1)(=[O:32])[CH3:31]. Reported procedure: In a similar manner to Example 63, (2S,4S)-1-[[N-(4-carboxybicyclo[2.2.2]oct-1-yl)amino]acetyl]-4-fluoropyrrolidine-2-carbonitrile (50.0 mg) and 4′-aminoacetanilide (51.0 mg) were used to obtain (2S,4S)-1-[[N-[4-[N-(4-acetamidophenyl)amino]carbonylbicyclo[2.2.2]oct-1-yl]amino]acetyl]-4-fluoropyrrolidine-2-carbonitrile (11.9 mg).